From a dataset of the Open Reaction Database (ORD), a public repository of structured organic reaction records. describe an organic reaction: reactants, conditions, products, and yield Starting materials: CC#N (CH3CN), C(C1=CC=CC=C1)(=O)OC[C@@]1([C@@H](C[C@@H](O1)N1C(=O)NC(=O)C(C)=C1)OS(=O)(=O)C)C#C (1-[5-O-Benzoyl-2-deoxy-4-ethynyl-3-O-methanesulfonyl-β-D-threo-pentofuranosyl]thymine), C1CC2=NCCCN2C1 (DBN). Run in CC(=O)O (AcOH). Conditions: temperature 80 celsius, time 9 hour. Product: C(C1=CC=CC=C1)(=O)OC[C@@]1(C=C[C@@H](O1)N1C(=O)NC(=O)C(C)=C1)C#C (5′-O-Benzoyl-2′,3′-didehydro-3′-deoxy-4′-ethynylthymidine). Yield: 94.6%. Reaction SMILES: CC#N.[C:4]([O:12][CH2:13][C@@:14]1([C:33]#[CH:34])[O:18][C@@H:17]([N:19]2[CH:27]=[C:25]([CH3:26])[C:23](=[O:24])[NH:22][C:20]2=[O:21])[CH2:16][C@H:15]1OS(C)(=O)=O)(=[O:11])[C:5]1[CH:10]=[CH:9][CH:8]=[CH:7][CH:6]=1.C1CN2C(=NCCC2)C1>CC(O)=O>[C:4]([O:12][CH2:13][C@@:14]1([C:33]#[CH:34])[O:18][C@@H:17]([N:19]2[CH:27]=[C:25]([CH3:26])[C:23](=[O:24])[NH:22][C:20]2=[O:21])[CH:16]=[CH:15]1)(=[O:11])[C:5]1[CH:10]=[CH:9][CH:8]=[CH:7][CH:6]=1. Procedure: To an CH3CN (4 mL) solution of 5 (101.9 mg, 0.18 mmol) was added DBN (67 μL, 0.54 mmol) at 0° C. under Ar atmosphere, and the mixture was stirred at 80° C. for 9 h. The reaction mixture was neutralized by adding AcOH, and partitioned between CHCl3/sat. aqueous NaHCO3. Silica gel column chromatography (1.5% MeOH in CH2Cl2) of the organic layer gave 6 (60 mg, 95%) as solid: 1H NMR (CDCl3) δ1.42 (3H, d, JMe,6=1.2 Hz, Me-5), 2.70 (1H, s, C□CH),), 4.59 (1H, d, J5′a,5′b=12.0 Hz, H-5′a), 4.76 (1H, d, J... The reactants are ON1C(=O)CCC1=O (HOSu), C1CCC(CC1)N=C=NC2CCCCC2 (DCC), C1(=CC=C(C=C1)S(=O)(=O)O)C (p-toluenesulfonic acid), C(C1=CC=CC=C1)OC(CCCCN)=O (5-aminopentanoic acid benzyl ester), N(CC(=O)NCC(=O)NCC(=O)N[C@@H](CC1=CC=CC=C1)C(=O)O)C(=O)OC(C)(C)C (Boc-Gly-Gly-Gly-Phe-OH), N(CC(=O)NCC(=O)NCC(=O)N[C@@H](CC1=CC=CC=C1)C(=O)NCCCCC(=O)OCC1=CC=CC=C1)C(=O)OC(C)(C)C (Boc-Gly-Gly-Gly-Phe-NH—(CH2)4—COOBzl). The reagents and catalysts are [Pd] (Pd—C). Solvent: CN(C)C=O (DMF), CN(C)C=O (DMF), C(C)N(CC)CC (triethylamine), CO (methanol), O (water). Reaction conditions: time 30 minute. The product is N(CC(=O)NCC(=O)NCC(=O)N[C@@H](CC1=CC=CC=C1)C(=O)NCCCCC(=O)O)C(=O)OC(C)(C)C (Boc-Gly-Gly-Gly-Phe-NH—(CH2)4—COOH). As a reaction SMILES: N(C(OC(C)(C)C)=O)CC(NCC(NCC(N[C@H](C(O)=O)CC1C=CC=CC=1)=O)=O)=O.ON1C(=O)CCC1=O.C1CCC(N=C=NC2CCCCC2)CC1.C1(C)C=CC(S(O)(=O)=O)=CC=1.C(OC(=O)CCCCN)C1C=CC=CC=1.[NH:81]([C:119]([O:121][C:122]([CH3:125])([CH3:124])[CH3:123])=[O:120])[CH2:82][C:83]([NH:85][CH2:86][C:87]([NH:89][CH2:90][C:91]([NH:93][C@H:94]([C:102]([NH:104][CH2:105][CH2:106][CH2:107][CH2:108][C:109]([O:111]CC1C=CC=CC=1)=[O:110])=[O:103])[CH2:95][C:96]1[CH:101]=[CH:100][CH:99]=[CH:98][CH:97]=1)=[O:92])=[O:88])=[O:84]>CN(C=O)C.CO.O.[Pd].C(N(CC)CC)C>[NH:81]([C:119]([O:121][C:122]([CH3:125])([CH3:124])[CH3:123])=[O:120])[CH2:82][C:83]([NH:85][CH2:86][C:87]([NH:89][CH2:90][C:91]([NH:93][C@H:94]([C:102]([NH:104][CH2:105][CH2:106][CH2:107][CH2:108][C:109]([OH:111])=[O:110])=[O:103])[CH2:95][C:96]1[CH:101]=[CH:100][CH:99]=[CH:98][CH:97]=1)=[O:92])=[O:88])=[O:84]. Procedure details: Boc-Gly-Gly-Gly-Phe-OH (575 mg) (SEQ ID NO. 8), HOSu (182 mg), and DCC (326 mg) were dissolved in DMF (20 ml), and the mixture was stirred for 30 minutes. The solution was added with a solution of p-toluenesulfonic acid salt of 5-aminopentanoic acid benzyl ester (500 mg) and triethylamine (0.184 ml) dissolved in DMF (10 ml), and the mixture was stirred for 3 days at room temperature. The reaction mixture was concentrated, and the residue was purified by column chromatography (CH2Cl2:MeOH=20:1) t... Starting materials: ClC1=NC=C(C(=N1)NC1=CC2=C(C=C1)OCCO2)F (2-chloro-N4-(3,4-ethylenedioxyphenyl)-5-fluoro-4-pyrimidineamine), ClC1=NC=C(C(=N1)Cl)F (2,4-dichloro-5-fluoropyrimidine), C(C1=CC=CO1)N (furfurylamine). The product is ClC1=NC=C(C(=N1)NCC1=CC=CO1)F (2-chloro-5-fluoro-N4-(furfuryl)-4-pyrimidineamine). As a reaction SMILES: [Cl:1][C:2]1[N:7]=[C:6]([NH:8][C:9]2[CH:14]=[CH:13][C:12]3OCC[O:18][C:11]=3C=2)[C:5]([F:19])=[CH:4][N:3]=1.ClC1N=C(Cl)C(F)=CN=1.C(N)C1OC=CC=1>>[Cl:1][C:2]1[N:7]=[C:6]([NH:8][CH2:9][C:14]2[O:18][CH:11]=[CH:12][CH:13]=2)[C:5]([F:19])=[CH:4][N:3]=1. Reported procedure: In a manner similar to the preparation of 2-chloro-N4-(3,4-ethylenedioxyphenyl)-5-fluoro-4-pyrimidineamine, 2,4-dichloro-5-fluoropyrimidine and furfurylamine were reacted to yield 2-chloro-5-fluoro-N4-(furfuryl)-4-pyrimidineamine. 1H NMR (CDCl3): δ 7.91 (d, 1H, J=1.8 Hz), 7.39 (d, 1H, J=1.2 Hz), 6.35 (m, 2H), 5.50 (bs, 1H), 4.69 (d, 2H, J=5.1 Hz); 19F NMR (CDCl3): −45163; LCMS: ret. time: 24.52 min.; purity: 97%; MS (m/e): 228 (M+). Starting materials: [BH4-], COC(=O)c1ccc(C#N)cc1F, CO, Cl, [Na+]. Product: N#Cc1ccc(CO)c(F)c1. Reaction SMILES: [BH4-:14].[C:1](#[N:2])[c:3]1[cH:4][c:5]([F:13])[c:6]([C:7](=[O:8])[O:9][CH3:10])[cH:11][cH:12]1.[CH3:17][OH:18].[ClH:16].[Na+:15]>>[C:1](#[N:2])[c:3]1[cH:4][c:5]([F:13])[c:6]([CH2:7][OH:8])[cH:11][cH:12]1. The reactants are C(C1=CC=CC=C1)OC(=O)N1[C@@H](C[C@@H]([C@H](C1)OCC=1C=CC2=C(N(CCO2)CCCOC)C1)C1=CC=C(C=C1)OC)CC(=O)O ((2S,4R,5R)-2-carboxymethyl-4-(4-methoxy-phenyl)-5-[4-(3-methoxy-propyl)-3,4-dihydro-2H-benzo[1,4]oxazin-6-ylmethoxy]-piperidine-1-carboxylic acid benzyl ester), N1C=C(C2=CC=CC=C12)CNC ((1H-Indol-3-ylmethyl)-methyl-amine). Product: C(C1=CC=CC=C1)OC(=O)N1[C@@H](C[C@@H]([C@H](C1)OCC=1C=CC2=C(N(CCO2)CCCOC)C1)C1=CC=C(C=C1)OC)CC(N(C)CC1=CNC2=CC=CC=C12)=O ((2S,4R,5R)-2-{[(1H-Indol-3-ylmethyl)-methyl-carbamoyl]-methyl}-4-(4-methoxy-phenyl)-5-[4-(3-methoxy-propyl)-3,4-dihydro-2H-benzo[1,4]oxazin-6-ylmethoxy]-piperidine-1-carboxylic acid benzyl ester). Reaction SMILES: [CH2:1]([O:8][C:9]([N:11]1[CH2:16][C@H:15]([O:17][CH2:18][C:19]2[CH:20]=[CH:21][C:22]3[O:27][CH2:26][CH2:25][N:24]([CH2:28][CH2:29][CH2:30][O:31][CH3:32])[C:23]=3[CH:33]=2)[C@@H:14]([C:34]2[CH:39]=[CH:38][C:37]([O:40][CH3:41])=[CH:36][CH:35]=2)[CH2:13][C@H:12]1[CH2:42][C:43](O)=[O:44])=[O:10])[C:2]1[CH:7]=[CH:6][CH:5]=[CH:4][CH:3]=1.[NH:46]1[C:54]2[C:49](=[CH:50][CH:51]=[CH:52][CH:53]=2)[C:48]([CH2:55][NH:56][CH3:57])=[CH:47]1>>[CH2:1]([O:8][C:9]([N:11]1[CH2:16][C@H:15]([O:17][CH2:18][C:19]2[CH:20]=[CH:21][C:22]3[O:27][CH2:26][CH2:25][N:24]([CH2:28][CH2:29][CH2:30][O:31][CH3:32])[C:23]=3[CH:33]=2)[C@@H:14]([C:34]2[CH:39]=[CH:38][C:37]([O:40][CH3:41])=[CH:36][CH:35]=2)[CH2:13][C@H:12]1[CH2:42][C:43](=[O:44])[N:56]([CH2:55][C:48]1[C:49]2[C:54](=[CH:53][CH:52]=[CH:51][CH:50]=2)[NH:46][CH:47]=1)[CH3:57])=[O:10])[C:2]1[CH:3]=[CH:4][CH:5]=[CH:6][CH:7]=1. Procedure details: According to general procedure D, 50.0 mg of (2S,4R,5R)-2-carboxymethyl-4-(4-methoxy-phenyl)-5-[4-(3-methoxy-propyl)-3,4-dihydro-2H-benzo[1,4]oxazin-6-ylmethoxy]-piperidine-1-carboxylic acid benzyl ester (from example 9b) are reacted with (1H-Indol-3-ylmethyl)-methyl-amine [36284-95-4] to afford the title compound as a colourless oil. Rf=0.20 (EtOAc-heptane 2:1); Rt=5.23. Starting materials: Cl (hydrochloride), Cl.NC1=C(C=C(C=C1F)C(CNC(C)(C)C)=O)Br (4'-amino-3'-bromo-2-tert.butylamino-5'-fluoroacetophenone hydrochloride), [BH4-].[Na+] (sodium borohydride). Product: NC1=C(C=C(C=C1F)C(CNC(C)(C)C)O)Br (1-(4'-Amino-3'-bromo-5'-fluoro-phenyl)-2-tert.butylamino-ethanol). Reaction SMILES: Cl.Cl.[NH2:3][C:4]1[C:9]([F:10])=[CH:8][C:7]([C:11](=[O:18])[CH2:12][NH:13][C:14]([CH3:17])([CH3:16])[CH3:15])=[CH:6][C:5]=1[Br:19].[BH4-].[Na+]>>[NH2:3][C:4]1[C:9]([F:10])=[CH:8][C:7]([CH:11]([OH:18])[CH2:12][NH:13][C:14]([CH3:15])([CH3:17])[CH3:16])=[CH:6][C:5]=1[Br:19] |f:1.2,3.4|. Procedure details: m.p. of the hydrochloride: 207°-208° C. (decomp.), was prepared from 4'-amino-3'-bromo-2-tert.butylamino-5'-fluoroacetophenone hydrochloride and sodium borohydride analogous to Example 1. Starting materials: [OH-].[K+] (potassium hydroxide), C(C=C)OC1=CC(=C(C(=O)OC)C=C1C(C)C)O (methyl 4-allyloxy-2-hydroxy-5-isopropylbenzoate). Run in CO (methanol), O (water). The product is C(C=C)OC1=CC(=C(C(=O)O)C=C1C(C)C)O (4-allyloxy-2-hydroxy-5-isopropylbenzoic acid). The yield is 96.5%. Reaction SMILES: [OH-].[K+].[CH2:3]([O:6][C:7]1[C:16]([CH:17]([CH3:19])[CH3:18])=[CH:15][C:10]([C:11]([O:13]C)=[O:12])=[C:9]([OH:20])[CH:8]=1)[CH:4]=[CH2:5]>CO.O>[CH2:3]([O:6][C:7]1[C:16]([CH:17]([CH3:18])[CH3:19])=[CH:15][C:10]([C:11]([OH:13])=[O:12])=[C:9]([OH:20])[CH:8]=1)[CH:4]=[CH2:5] |f:0.1|. Reported procedure: Aqueous potassium hydroxide (50% w/v, 0.2 ml) was added to a suspension of methyl 4-allyloxy-2-hydroxy-5-isopropylbenzoate (313 mg, 1.25 mmol) in methanol (6 ml) and water (2 ml) and the mixture was stirred and held at reflux for 4 hours. Upon cooling to room temperature the organic solvent was removed in vacuo and the residue acidified by the addition of 2M hydrochloric acid (10 ml). The solid material was collected by suction filtration, rinsed with water (2×10 ml) and sucked dry under reduced... Solvent: C(C)O (ethanol). Starting materials: FC=1C=C(C=CC1)NN=C(C#N)C#N (2-[(3-fluorophenyl)hydrazono]malononitrile), O.NN (hydrazine hydrate), FC=1C=C(N)C=CC1 (3-fluoroaniline), C(#N)CC(=O)OC1CCCCC1 (cyclohexyl cyanoacetate). Procedure details: This compound was prepared using 2-[(3-fluorophenyl)hydrazono]malononitrile (145 mg, 0.5 mmole), which was derived from 3-fluoroaniline (111 mg, 1 mmole)) and cyclohexyl cyanoacetate (217 mg, 1.3 mmole) as described in Example 8, and hydrazine hydrate (25 mg, 0.5 mmole) in ethanol. Solids had not formed after heating the reaction at 80° C. for 40 minutes, however, analysis of the reaction solution by TLC indicated that no starting material remained. The solution was allowed to cool to room tempe... Reaction SMILES: [F:1][C:2]1[CH:3]=[C:4]([NH:8][N:9]=[C:10]([C:13]#[N:14])[C:11]#[N:12])[CH:5]=[CH:6][CH:7]=1.FC1C=C(C=CC=1)N.C(CC(OC1CCCCC1)=O)#N.[OH2:35].[NH2:36]N>C(O)C>[NH2:14][C:13]1[C:10](=[N:9][NH:8][C:4]2[CH:5]=[CH:6][CH:7]=[C:2]([F:1])[CH:3]=2)[C:11](=[O:35])[NH:12][N:36]=1 |f:3.4|. Product: NC=1C(C(NN1)=O)=NNC1=CC(=CC=C1)F (5-Amino-4-[(3-fluorophenyl)hydrazono]-2,4-dihydropyrazole-3-one). As a reaction SMILES: C1CCC(N=C=NC2CCCCC2)CC1.[NH2:16][CH:17]([CH2:21][CH3:22])[C:18](O)=[O:19].[CH2:23]([NH:30][CH2:31][C:32](OCC)=[O:33])[C:24]1[CH:29]=[CH:28][CH:27]=[CH:26][CH:25]=1.C(O)(C(F)(F)F)=O>C(Cl)Cl>[CH2:21]([C@@H:17]1[NH:16][C:32](=[O:33])[CH2:31][N:30]([CH2:23][C:24]2[CH:29]=[CH:28][CH:27]=[CH:26][CH:25]=2)[C:18]1=[O:19])[CH3:22]. The product is C(C)[C@H]1C(N(CC(N1)=O)CC1=CC=CC=C1)=O ((3S)-3-Ethyl-1-(phenylmethyl)-2,5-piperazinedione). Run in C(Cl)Cl (DCM), C(Cl)Cl (DCM). Conditions: temperature 0 celsius, time 1 hour. Reactants: C1CCC(CC1)N=C=NC2CCCCC2 (DCC), NC(C(=O)O)CC (aminobutyric acid), C(=O)(C(F)(F)F)O (TFA), C(C1=CC=CC=C1)NCC(=O)OCC (ethyl JV-benzylglycinate). Procedure details: To a solution of DCC (5.07 g) in DCM (140 mL) at 0° C. was added N—BOC-L-□-aminobutyric acid (5 g) followed by ethyl JV-benzylglycinate (4.6 mL) dropwise. The resulting solution was stirred at 0° C. for 2 h and RT 1 h, filtered and the concentrated to give an oil. This was dissolved in DCM (100 mL) and TFA (100 ml) and stirred for 1 h. The solution was concentrated under reduced pressure. The residue was stirred in saturated aq NaHCO3 (125 ml) and EtOAc (125 ml) for 6 h. The organics were separa...